This data is from the Open Reaction Database (ORD), a public repository of structured organic reaction records. The task is: describe an organic reaction: reactants, conditions, products, and yield Starting materials: P(=O)([O-])([O-])[O-].[K+].[K+].[K+] (potassium phosphate), BrC=1N=C2N(N=CC(=C2N[C@@H]2CN(C[C@@H]2C)C(=O)OC(C)(C)C)C(N)=O)C1 ((3S,4S)-tert-Butyl 3-((2-bromo-7-carbamoylimidazo[1,2-b]pyridazin-8-yl)amino)-4-methylpyrrolidine-1-carboxylate), CN1N=CC(=C1)B1OC(C(O1)(C)C)(C)C (1-methyl-4-(4,4,5,5-tetramethyl-1,3,2-dioxaborolan-2-yl)-1H-pyrazole). Reagents/catalysts: C1=CC=C(C=C1)P([C-]2C=CC=C2)C3=CC=CC=C3.C1=CC=C(C=C1)P([C-]2C=CC=C2)C3=CC=CC=C3.Cl[Pd]Cl.[Fe+2].C(Cl)Cl (PdCl2(dppf) CH2Cl2). The solvent is O1CCOCC1 (dioxane). Run at temperature 90 celsius. Product: C(N)(=O)C1=C(C=2N(N=C1)C=C(N2)C=2C=NN(C2)C)N[C@@H]2CN(C[C@@H]2C)C(=O)OC(C)(C)C ((3S,4S)-tert-butyl 3-((7-carbamoyl-2-(1-methyl-1H-pyrazol-4-yl)imidazo[1,2-b]pyridazin-8-yl)amino)-4-methylpyrrolidine-1-carboxylate). RXN SMILES: Br[C:2]1[N:3]=[C:4]2[C:9]([NH:10][C@H:11]3[C@@H:15]([CH3:16])[CH2:14][N:13]([C:17]([O:19][C:20]([CH3:23])([CH3:22])[CH3:21])=[O:18])[CH2:12]3)=[C:8]([C:24](=[O:26])[NH2:25])[CH:7]=[N:6][N:5]2[CH:27]=1.[CH3:28][N:29]1[CH:33]=[C:32](B2OC(C)(C)C(C)(C)O2)[CH:31]=[N:30]1.P([O-])([O-])([O-])=O.[K+].[K+].[K+]>C1C=CC(P(C2C=CC=CC=2)[C-]2C=CC=C2)=CC=1.C1C=CC(P(C2C=CC=CC=2)[C-]2C=CC=C2)=CC=1.Cl[Pd]Cl.[Fe+2].C(Cl)Cl.O1CCOCC1>[C:24]([C:8]1[CH:7]=[N:6][N:5]2[CH:27]=[C:2]([C:32]3[CH:31]=[N:30][N:29]([CH3:28])[CH:33]=3)[N:3]=[C:4]2[C:9]=1[NH:10][C@H:11]1[C@@H:15]([CH3:16])[CH2:14][N:13]([C:17]([O:19][C:20]([CH3:23])([CH3:22])[CH3:21])=[O:18])[CH2:12]1)(=[O:26])[NH2:25] |f:2.3.4.5,6.7.8.9.10|. Reported procedure: To a reaction vial charged with (3S,4S)-tert-butyl 3-((2-bromo-7-carbamoylimidazo[1,2-b]pyridazin-8-yl)amino)-4-methylpyrrolidine-1-carboxylate (from Step 3 of Example 1, 300 mg, 0.683 mmol), 1-methyl-4-(4,4,5,5-tetramethyl-1,3,2-dioxaborolan-2-yl)-1H-pyrazole (426 mg, 2.049 mmol) and PdCl2(dppf)-CH2Cl2 Adduct (55.8 mg, 0.068 mmol) were added dioxane (4.553 ml) and potassium phosphate, tribasic (1024 μl, 2.049 mmol). The suspension was purged with nitrogen for 5 minutes. The vial was sealed and ... The reactants are CC(=O)NCCC(NC(=O)C1(NC(=O)OC(C)(C)C)CCN(c2ncnc3[nH]ccc23)CC1)c1ccc(Cl)cc1, C1COCCO1, ClCCl, Cl. Product: CC(=O)NCCC(NC(=O)C1(N)CCN(c2ncnc3[nH]ccc23)CC1)c1ccc(Cl)cc1. RXN SMILES: [C:8]([CH3:9])(=[O:10])[NH:11][CH2:12][CH2:13][CH:14]([c:15]1[cH:16][cH:17][c:18]([Cl:21])[cH:19][cH:20]1)[NH:22][C:23](=[O:24])[C:25]1([NH:40][C:41](=[O:42])[O:43][C:44]([CH3:45])([CH3:46])[CH3:47])[CH2:26][CH2:27][N:28]([c:31]2[c:32]3[c:33]([n:34][cH:35][n:36]2)[nH:37][cH:38][cH:39]3)[CH2:29][CH2:30]1.[CH2:2]1[O:3][CH2:4][CH2:5][O:6][CH2:7]1.[Cl:48][CH2:49][Cl:50].[ClH:1]>>[C:8]([CH3:9])(=[O:10])[NH:11][CH2:12][CH2:13][CH:14]([c:15]1[cH:16][cH:17][c:18]([Cl:21])[cH:19][cH:20]1)[NH:22][C:23](=[O:24])[C:25]1([NH2:40])[CH2:26][CH2:27][N:28]([c:31]2[c:32]3[c:33]([n:34][cH:35][n:36]2)[nH:37][cH:38][cH:39]3)[CH2:29][CH2:30]1. Reactants: CCOC(=O)C(=O)CC(C)(C)c1ccccc1OC, C1CCOC1, CCCC[N+](CCCC)(CCCC)CCCC, [F-], C[Si](C)(C)C(F)(F)C(F)(F)F. Yields the product CCOC(=O)C(O)(CC(C)(C)c1ccccc1OC)C(F)(F)C(F)(F)F. Reaction SMILES: [CH2:1]([CH3:2])[O:3][C:4]([C:5]([CH2:6][C:7]([CH3:8])([CH3:9])[c:10]1[c:11]([O:16][CH3:17])[cH:12][cH:13][cH:14][cH:15]1)=[O:18])=[O:19].[CH2:49]1[O:50][CH2:51][CH2:52][CH2:53]1.[CH3:32][CH2:33][CH2:34][CH2:35][N+:36]([CH2:37][CH2:38][CH2:39][CH3:40])([CH2:41][CH2:42][CH2:43][CH3:44])[CH2:45][CH2:46][CH2:47][CH3:48].[F-:31].[F:20][C:21]([C:22]([F:23])([F:24])[F:25])([F:26])[Si:27]([CH3:28])([CH3:29])[CH3:30]>>[CH2:1]([CH3:2])[O:3][C:4]([C:5]([CH2:6][C:7]([CH3:8])([CH3:9])[c:10]1[c:11]([O:16][CH3:17])[cH:12][cH:13][cH:14][cH:15]1)([OH:18])[C:21]([F:20])([C:22]([F:23])([F:24])[F:25])[F:26])=[O:19]. Reactants: BrC=1C=CC2=C(C(CCCO2)=O)C1 (7-bromo-3,4-dihydro-1-benzoxepin-5(2H)-one), C(C)[SiH](CC)CC (triethylsilane), oil. Reagents/catalysts: [Pt]=O (platinum oxide). Run in FC(C(=O)O)(F)F (trifluoroacetic acid), C(C)O (ethanol). Conditions: time 2 hour. Product: BrC=1C=CC2=C(CCCCO2)C1 (7-bromo-2,3,4,5-tetrahydro-1-benzoxepine). Yield: 51.0%. As a reaction SMILES: [Br:1][C:2]1[CH:3]=[CH:4][C:5]2[O:11][CH2:10][CH2:9][CH2:8][C:7](=O)[C:6]=2[CH:13]=1.C([SiH](CC)CC)C>FC(F)(F)C(O)=O.C(O)C.[Pt]=O>[Br:1][C:2]1[CH:3]=[CH:4][C:5]2[O:11][CH2:10][CH2:9][CH2:8][CH2:7][C:6]=2[CH:13]=1. Procedure: To a solution of 7-bromo-3,4-dihydro-1-benzoxepin-5(2H)-one (20.0 g) in trifluoroacetic acid (32 ml) was added at room temperature triethylsilane (29.2 ml), and the mixture was stirred for 2 hours and concentrated under reduced pressure. To the residue was added water, and the mixture was extracted with ethyl acetate. The organic layer was washed with saturated sodium bicarbonate solution and saturated brine, dried with magnesium sulfate and concentrated under reduced pressure. The residue was d... Starting materials: O=C1c2ccccc2C(=O)N1CCCCBr, O=C([O-])[O-], CCC(C)=O, [I-], [K+], [K+], [Na+], c1ccc(C(=C2CCNCC2)c2ccccc2)cc1. The product is O=C1c2ccccc2C(=O)N1CCCCN1CCC(=C(c2ccccc2)c2ccccc2)CC1. As a reaction SMILES: [Br:20][CH2:21][CH2:22][CH2:23][CH2:24][N:25]1[C:26](=[O:35])[c:27]2[c:28]([cH:31][cH:32][cH:33][cH:34]2)[C:29]1=[O:30].[C:38](=[O:39])([O-:40])[O-:41].[CH2:44]([C:45]([CH3:46])=[O:47])[CH3:48].[I-:37].[K+:42].[K+:43].[Na+:36].[c:1]1([C:7](=[C:8]2[CH2:9][CH2:10][NH:11][CH2:12][CH2:13]2)[c:14]2[cH:15][cH:16][cH:17][cH:18][cH:19]2)[cH:2][cH:3][cH:4][cH:5][cH:6]1>>[c:1]1([C:7](=[C:8]2[CH2:9][CH2:10][N:11]([CH2:21][CH2:22][CH2:23][CH2:24][N:25]3[C:26](=[O:35])[c:27]4[c:28]([cH:31][cH:32][cH:33][cH:34]4)[C:29]3=[O:30])[CH2:12][CH2:13]2)[c:14]2[cH:15][cH:16][cH:17][cH:18][cH:19]2)[cH:2][cH:3][cH:4][cH:5][cH:6]1.